This data is from the Open Reaction Database (ORD), a public repository of structured organic reaction records. The task is: describe an organic reaction: reactants, conditions, products, and yield Starting materials: O (water), FC(C(=O)NCC1=CC=C(C=C1)CO)(F)F (2,2,2-trifluoro-N-(4-hydroxymethyl-benzyl)-acetamide), ClC1=NC(=NC(=C1)C(F)(F)F)N (4-chloro-6-(trifluoromethyl)pyrimidin-2-amine), [H-].[Na+] (NaH). Run in CC(=O)N(C)C (dimethylacetamide). Run at temperature 90 celsius. Product: NC1=NC(=CC(=N1)C(F)(F)F)OCC1=CC=C(CNC(C(F)(F)F)=O)C=C1 (N-[4-(2-Amino-4-trifluoromethylpyrimidin-6-yloxymethyl)-benzyl]-2,2,2-trifluoro-acetamide). RXN SMILES: [F:1][C:2]([F:16])([F:15])[C:3]([NH:5][CH2:6][C:7]1[CH:12]=[CH:11][C:10]([CH2:13][OH:14])=[CH:9][CH:8]=1)=[O:4].[H-].[Na+].Cl[C:20]1[CH:25]=[C:24]([C:26]([F:29])([F:28])[F:27])[N:23]=[C:22]([NH2:30])[N:21]=1.O>CC(N(C)C)=O>[NH2:30][C:22]1[N:23]=[C:24]([C:26]([F:29])([F:27])[F:28])[CH:25]=[C:20]([O:14][CH2:13][C:10]2[CH:11]=[CH:12][C:7]([CH2:6][NH:5][C:3](=[O:4])[C:2]([F:15])([F:16])[F:1])=[CH:8][CH:9]=2)[N:21]=1 |f:1.2|. Procedure details: 322 mg (1.38 mmol) 2,2,2-trifluoro-N-(4-hydroxymethyl-benzyl)-acetamide is dissolved in 2 mL dry dimethylacetamide under argon atmosphere, and 50 mg (2.1 mmol) NaH is added. 136 mg (0.69 mmol) 4-chloro-6-(trifluoromethyl)pyrimidin-2-amine 24 is then added and the solution stirred at 90° C. over night. 1 mL water is added carefully to quench all excess NaH and the mixture poured into 50 mL 0.5 N HCl. The crude product is extracted with ethyl acetate, the combined organic phases washed with brine ... Starting materials: CS(=O)(=O)C=1C=C(C=CC1OC)N1CCNCC1 (1-(3-Methanesulfonyl-4-methoxy-phenyl)-piperazine), C(C=C)Br (allylbromide). The product is C(C=C)N1CCN(CC1)C1=CC(=C(C=C1)OC)S(=O)(=O)C (1-Allyl-4-(3-Methanesulfonyl-4-methoxy-phenyl)-piperazine). Reaction SMILES: [CH3:1][S:2]([C:5]1[CH:6]=[C:7]([N:13]2[CH2:18][CH2:17][NH:16][CH2:15][CH2:14]2)[CH:8]=[CH:9][C:10]=1[O:11][CH3:12])(=[O:4])=[O:3].[CH2:19](Br)[CH:20]=[CH2:21]>>[CH2:21]([N:16]1[CH2:15][CH2:14][N:13]([C:7]2[CH:8]=[CH:9][C:10]([O:11][CH3:12])=[C:5]([S:2]([CH3:1])(=[O:3])=[O:4])[CH:6]=2)[CH2:18][CH2:17]1)[CH:20]=[CH2:19]. Procedure: Beginning with 1-(3-Methanesulfonyl-4-methoxy-phenyl)-piperazine and allylbromide, the title compound was recovered by the procedure described in Example 2: MS m/z (rel. intensity, 70 eV)) 310 (M+, 91), 214 (73), 96 (86), 69 (80), 56 (bp). Starting materials: O=C(n1ccnc1)n1ccnc1, C1CCOC1, CS(=N)(=O)c1ccccc1, O=C(O)c1cncc(C#Cc2ccccc2)c1. The product is CS(=O)(=NC(=O)c1cncc(C#Cc2ccccc2)c1)c1ccccc1. RXN SMILES: [C:18]([n:19]1[cH:20][cH:21][n:22][cH:23]1)([n:24]1[cH:25][cH:26][n:27][cH:28]1)=[O:29].[CH2:40]1[O:41][CH2:42][CH2:43][CH2:44]1.[CH3:30][S:31](=[O:32])(=[NH:33])[c:34]1[cH:35][cH:36][cH:37][cH:38][cH:39]1.[c:1]1([C:7]#[C:8][c:9]2[cH:10][n:11][cH:12][c:13]([C:14](=[O:15])[OH:16])[cH:17]2)[cH:2][cH:3][cH:4][cH:5][cH:6]1>>[c:1]1([C:7]#[C:8][c:9]2[cH:10][n:11][cH:12][c:13]([C:14](=[O:16])[N:33]=[S:31]([CH3:30])(=[O:32])[c:34]3[cH:35][cH:36][cH:37][cH:38][cH:39]3)[cH:17]2)[cH:2][cH:3][cH:4][cH:5][cH:6]1. Reactants: C1(CC1)S(=O)(=O)C1=CC=C(C=C1)C(CC1CCOCC1)C1=CC=C(N1)C=1SC(=CN1)C1OC(OC1)(C)C (2-(5-{1-[4-(cyclopropylsulfonyl)phenyl]-2-(tetrahydro-2H-pyran-4-yl)ethyl}-1H-pyrrol-2-yl)-5-(2,2-dimethyl-1,3-dioxolan-4-yl)-1,3-thiazole), Cl (hydrochloric acid). Solvent: C(C)(=O)OCC (ethyl acetate), O1CCCC1 (tetrahydrofuran). Run at time 3 day. Yields the product C1(CC1)S(=O)(=O)C1=CC=C(C=C1)C(CC1CCOCC1)C1=CC=C(N1)C=1SC(=CN1)C(CO)O (1-[2-(5-{1-[4-(cyclopropylsulfonyl)phenyl]-2-(tetrahydro-2H-pyran-4-yl)ethyl}-1H-pyrrol-2-yl)-1,3-thiazol-5-yl]ethane-1,2-diol). Yield: 64.3%. Reaction SMILES: [CH:1]1([S:4]([C:7]2[CH:12]=[CH:11][C:10]([CH:13]([C:21]3[NH:25][C:24]([C:26]4[S:27][C:28]([CH:31]5[CH2:35][O:34]C(C)(C)[O:32]5)=[CH:29][N:30]=4)=[CH:23][CH:22]=3)[CH2:14][CH:15]3[CH2:20][CH2:19][O:18][CH2:17][CH2:16]3)=[CH:9][CH:8]=2)(=[O:6])=[O:5])[CH2:3][CH2:2]1.Cl>O1CCCC1.C(OCC)(=O)C>[CH:1]1([S:4]([C:7]2[CH:12]=[CH:11][C:10]([CH:13]([C:21]3[NH:25][C:24]([C:26]4[S:27][C:28]([CH:31]([OH:32])[CH2:35][OH:34])=[CH:29][N:30]=4)=[CH:23][CH:22]=3)[CH2:14][CH:15]3[CH2:20][CH2:19][O:18][CH2:17][CH2:16]3)=[CH:9][CH:8]=2)(=[O:5])=[O:6])[CH2:3][CH2:2]1. Procedure details: To a solution of 2-(5-{1-[4-(cyclopropylsulfonyl)phenyl]-2-(tetrahydro-2H-pyran-4-yl)ethyl}-1H-pyrrol-2-yl)-5-(2,2-dimethyl-1,3-dioxolan-4-yl)-1,3-thiazole (470 mg) in tetrahydrofuran (3 mL) was added 1M hydrochloric acid (3 mL), and the mixture was stirred at room temperature for 3 days. The reaction mixture was diluted with ethyl acetate and washed with water. The ethyl acetate layer was washed with saturated aqueous sodium hydrogen carbonate and saturated brine, dried (MgSO4) and concentrated... The reactants are C1CCOC1, [Li+], [OH-], O, O, COC(=O)c1cnc(Oc2cc(OC(C)C(C)O)cc(C(=O)Nc3ccn(C)n3)c2)cn1, COC(=O)c1cnc(Oc2cc(OC(C)C(C)O)cc(C(=O)Nc3ccn(C)n3)c2)cn1. The product is CC(O)C(C)Oc1cc(Oc2cnc(C(=O)O)cn2)cc(C(=O)Nc2ccn(C)n2)c1. As a reaction SMILES: [CH2:69]1[O:70][CH2:71][CH2:72][CH2:73]1.[Li+:3].[OH-:2].[OH2:1].[OH2:68].[OH:36][CH:37]([CH3:38])[CH:39]([O:40][c:41]1[cH:42][c:43]([O:44][c:45]2[n:46][cH:47][c:48]([C:49]([O:50][CH3:51])=[O:52])[n:53][cH:54]2)[cH:55][c:56]([C:57]([NH:58][c:59]2[cH:60][cH:61][n:62]([CH3:63])[n:64]2)=[O:65])[cH:66]1)[CH3:67].[OH:4][CH:5]([CH:6]([CH3:7])[O:8][c:9]1[cH:10][c:11]([O:24][c:25]2[n:26][cH:27][c:28]([C:31](=[O:32])[O:33][CH3:34])[n:29][cH:30]2)[cH:12][c:13]([C:15](=[O:16])[NH:17][c:18]2[n:19][n:20]([CH3:23])[cH:21][cH:22]2)[cH:14]1)[CH3:35]>>[OH:4][CH:5]([CH:6]([CH3:7])[O:8][c:9]1[cH:10][c:11]([O:24][c:25]2[n:26][cH:27][c:28]([C:31](=[O:32])[OH:33])[n:29][cH:30]2)[cH:12][c:13]([C:15](=[O:16])[NH:17][c:18]2[n:19][n:20]([CH3:23])[cH:21][cH:22]2)[cH:14]1)[CH3:35]. Starting materials: O=C([O-])C(F)(F)F, O=C(OC(=O)C(F)(F)F)C(F)(F)F, [K+], O=C(O)C(F)(F)F. Product: O=C(OOC(=O)C(F)(F)F)C(F)(F)F. As a reaction SMILES: [F:14][C:15]([C:16](=[O:17])[O-:18])([F:19])[F:20].[F:1][C:2]([F:3])([F:4])[C:12]([O:5][C:6]([C:7]([F:8])([F:9])[F:10])=[O:11])=[O:13].[K+:21].[OH:22][C:23]([C:24]([F:25])([F:26])[F:27])=[O:28]>>[O:5]([C:6]([C:7]([F:8])([F:9])[F:10])=[O:11])[O:18][C:16]([C:15]([F:14])([F:19])[F:20])=[O:17]. Reagents/catalysts: [Pd] (palladium on carbon). Isolated yield 62.4%. As a reaction SMILES: C([O:8][C:9]1[CH:14]=[CH:13][C:12]([N:15]2[C:19]3=[N:20][CH:21]=[CH:22][CH:23]=[C:18]3[C:17]([O:24][CH3:25])=[N:16]2)=[CH:11][CH:10]=1)C1C=CC=CC=1>[Pd].CO>[CH3:25][O:24][C:17]1[C:18]2[C:19](=[N:20][CH:21]=[CH:22][CH:23]=2)[N:15]([C:12]2[CH:13]=[CH:14][C:9]([OH:8])=[CH:10][CH:11]=2)[N:16]=1. Run at time 3 hour. Product: COC1=NN(C2=NC=CC=C21)C2=CC=C(C=C2)O (4-(3-Methoxy-1H-pyrazolo[3,4-b]pyridin-1-yl)phenol). Reported procedure: A suspension of 1-[4-(benzyloxy)phenyl]-3-methoxy-1H-pyrazolo[3,4-b]pyridine (1.1 g) and 10% palladium on carbon (containing water (50%), 0.10 g) in methanol (50 ml) was stirred for 3 hr under a hydrogen atmosphere at room temperature. The reaction mixture was filtered through celite, and the filtrate was purified by silica gel column chromatography (hexane/ethyl acetate) to give the title compound (0.50 g). The solvent is CO (methanol). The reactants are C(C1=CC=CC=C1)OC1=CC=C(C=C1)N1N=C(C=2C1=NC=CC2)OC (1-[4-(benzyloxy)phenyl]-3-methoxy-1H-pyrazolo[3,4-b]pyridine).